Dataset: the Open Reaction Database (ORD), a public repository of structured organic reaction records. Task: describe an organic reaction: reactants, conditions, products, and yield The reactants are [H][H] (hydrogen), COC(=O)C=1N(C(C2=CC=C(C=C2C1C1=CC=CC=C1)Br)=O)CC=1C=CC2=C(CCO2)C1 (6-bromo-2-(2,3-dihydrobenzofuran-5-ylmethyl)-1-oxo-4-phenyl-1,2-dihydroisoquinoline-3-carboxylic acid methyl ester), CO (methanol). The reagents and catalysts are [C].[Pd] (palladium carbon). Run in C1CCOC1 (THF). Product: COC(=O)C=1N(C(C2=CC=CC=C2C1C1=CC=CC=C1)=O)CC=1C=CC2=C(CCO2)C1 (2-(2,3-dihydrobenzofuran-5-ylmethyl)-1-oxo-4-phenyl-1,2-dihydroisoquinoline-3-carboxylic acid methyl ester). Isolated yield 92.4%. As a reaction SMILES: [CH3:1][O:2][C:3]([C:5]1[N:6]([CH2:23][C:24]2[CH:25]=[CH:26][C:27]3[O:31][CH2:30][CH2:29][C:28]=3[CH:32]=2)[C:7](=[O:22])[C:8]2[C:13]([C:14]=1[C:15]1[CH:20]=[CH:19][CH:18]=[CH:17][CH:16]=1)=[CH:12][C:11](Br)=[CH:10][CH:9]=2)=[O:4].CO.[H][H]>[C].[Pd].C1COCC1>[CH3:1][O:2][C:3]([C:5]1[N:6]([CH2:23][C:24]2[CH:25]=[CH:26][C:27]3[O:31][CH2:30][CH2:29][C:28]=3[CH:32]=2)[C:7](=[O:22])[C:8]2[C:13]([C:14]=1[C:15]1[CH:20]=[CH:19][CH:18]=[CH:17][CH:16]=1)=[CH:12][CH:11]=[CH:10][CH:9]=2)=[O:4] |f:3.4|. Procedure details: A mixture of 6-bromo-2-(2,3-dihydrobenzofuran-5-ylmethyl)-1-oxo-4-phenyl-1,2-dihydroisoquinoline-3-carboxylic acid methyl ester (400 mg), 10% palladium carbon (150 mg), methanol (6 ml) and THF (6 ml) was stirred at room temperature under 1 atm hydrogen pressure for 12 hrs. Palladium carbon was filtered off, and the filtrate was concentrated. The obtained residue was crystallized from ethyl acetate-hexane to give the title compound (310 mg). The reactants are Brc1cccc2c3c([nH]c12)C1CCN(CC1)C3, OB(O)C=Cc1cccc(F)c1. The product is Fc1cccc(C=Cc2cccc3c4c([nH]c23)C2CCN(CC2)C4)c1. As a reaction SMILES: [Br:1][c:2]1[cH:3][cH:4][cH:5][c:6]2[c:7]3[c:8]([nH:9][c:10]12)[CH:11]1[CH2:12][CH2:13][N:14]([CH2:15]3)[CH2:16][CH2:17]1.[F:18][c:19]1[cH:20][c:21]([CH:25]=[CH:26][B:27]([OH:28])[OH:29])[cH:22][cH:23][cH:24]1>>[c:2]1([CH:26]=[CH:25][c:21]2[cH:20][c:19]([F:18])[cH:24][cH:23][cH:22]2)[cH:3][cH:4][cH:5][c:6]2[c:7]3[c:8]([nH:9][c:10]12)[CH:11]1[CH2:12][CH2:13][N:14]([CH2:15]3)[CH2:16][CH2:17]1. Procedure details: Following the same procedure for the preparation of 4-{[(2-Hydroxy-biphenyl-4-ylmethyl)-amino]-methylene}-6-iodo-4H-isoquinoline-1,3-dione, the title compound is prepared from 6-iodo-4-methoxymethylene-4H-isoquinoline-1,3-dione (100 mg, 0.30 mmol) and 3-Aminomethyl-4-furan-2-yl-phenol (crude material from the previous reaction in 56% yield: MS (ESI): 485.1 (M−1)−1. The yield is 56.0%. The reactants are OC1=C(C=CC(=C1)CNC=C1C(NC(C2=CC=C(C=C12)I)=O)=O)C1=CC=CC=C1 (4-{[(2-Hydroxy-biphenyl-4-ylmethyl)-amino]-methylene}-6-iodo-4H-isoquinoline-1,3-dione), IC=1C=C2C(C(NC(C2=CC1)=O)=O)=COC (6-iodo-4-methoxymethylene-4H-isoquinoline-1,3-dione), NCC=1C=C(C=CC1C=1OC=CC1)O (3-Aminomethyl-4-furan-2-yl-phenol). RXN SMILES: [OH:1][C:2]1[CH:7]=[C:6]([CH2:8][NH:9][CH:10]=[C:11]2[C:20]3[C:15](=[CH:16][CH:17]=[C:18]([I:21])[CH:19]=3)[C:14](=[O:22])[NH:13][C:12]2=[O:23])[CH:5]=[CH:4][C:3]=1C1C=CC=CC=1.IC1C=C2C(=CC=1)C(=O)N[C:35](=O)[C:34]2=[CH:43][O:44][CH3:45].NCC1C=C(O)C=CC=1C1OC=CC=1>>[O:44]1[CH:43]=[CH:34][CH:35]=[C:45]1[C:5]1[CH:4]=[CH:3][C:2]([OH:1])=[CH:7][C:6]=1[CH2:8][NH:9][CH:10]=[C:11]1[C:20]2[C:15](=[CH:16][CH:17]=[C:18]([I:21])[CH:19]=2)[C:14](=[O:22])[NH:13][C:12]1=[O:23]. Product: O1C(=CC=C1)C1=C(CNC=C2C(NC(C3=CC=C(C=C23)I)=O)=O)C=C(C=C1)O (4-[(2-Furan-2-yl-5-hydroxy-benzylamino)-methylene]-6-iodo-4H-isoquinoline-1,3-dione). Starting materials: O=C([O-])[O-], ClCc1ccc(Cl)c(Cl)c1, [I-], [K+], [K+], [K+], CCOC(=O)c1cc2c([N+](=O)[O-])cccc2[nH]1, CN(C)C=O. As a reaction SMILES: [C:28](=[O:29])([O-:30])[O-:31].[Cl:18][c:19]1[cH:20][c:21]([CH2:22][Cl:23])[cH:24][cH:25][c:26]1[Cl:27].[I-:35].[K+:32].[K+:33].[K+:34].[N+:1](=[O:2])([O-:3])[c:4]1[c:5]2[cH:6][c:7]([C:13](=[O:14])[O:15][CH2:16][CH3:17])[nH:8][c:9]2[cH:10][cH:11][cH:12]1.[O:36]=[CH:37][N:38]([CH3:39])[CH3:40]>>[N+:1](=[O:2])([O-:3])[c:4]1[c:5]2[cH:6][c:7]([C:13](=[O:14])[O:15][CH2:16][CH3:17])[n:8]([CH2:22][c:21]3[cH:20][c:19]([Cl:18])[c:26]([Cl:27])[cH:25][cH:24]3)[c:9]2[cH:10][cH:11][cH:12]1. Product: CCOC(=O)c1cc2c([N+](=O)[O-])cccc2n1Cc1ccc(Cl)c(Cl)c1. Starting materials: CC1C=C(N2[C@H]1CC2=O)C(=O)[O-] (1-methyl-1-carbapen-2-em-3-carboxylate), C(C=C)OC(=O)N1[C@@H](C[C@@H](C1)SC(C1=CC=CC=C1)(C1=CC=CC=C1)C1=CC=CC=C1)CC1C(NC(N1)=O)=O ((2R,4S)-N-allyloxycarbonyl-2-(2,4-dioxoimidazolidin-5-ylmethyl)-4-tritylthiopyrrolidine). The product is C(C=C)OC(=O)N1[C@@H](C[C@@H](C1)SC=1[C@@H]([C@H]2N(C1C(=O)OCC=C)C([C@@H]2[C@@H](C)O)=O)C)CC2C(NC(N2)=O)=O (allyl (1R,5S,6S)-2-[(2R,4S)-N-allyloxycarbonyl-2-(2,4-dioxoimidazolidin-5-ylmethyl)pyrrolidin-4-ylthio]-6-[(R)-1-hydroxyethyl]-1-methyl-1-carbapen-2-em-3-carboxylate). Isolated yield 31.0%. As a reaction SMILES: [CH3:1][CH:2]1[C@@H:6]2[CH2:7][C:8](=[O:9])[N:5]2[C:4]([C:10]([O-:12])=[O:11])=[CH:3]1.[CH2:13]([O:16][C:17]([N:19]1[CH2:23][C@@H:22]([S:24]C(C2C=CC=CC=2)(C2C=CC=CC=2)C2C=CC=CC=2)[CH2:21][C@H:20]1[CH2:44][CH:45]1[NH:49][C:48](=[O:50])[NH:47][C:46]1=[O:51])=[O:18])[CH:14]=[CH2:15]>>[CH2:13]([O:16][C:17]([N:19]1[CH2:23][C@@H:22]([S:24][C:3]2[C@H:2]([CH3:1])[C@@H:6]3[C@@H:7]([C@H:8]([OH:9])[CH3:7])[C:8](=[O:9])[N:5]3[C:4]=2[C:10]([O:12][CH2:3][CH:2]=[CH2:1])=[O:11])[CH2:21][C@H:20]1[CH2:44][CH:45]1[NH:49][C:48](=[O:50])[NH:47][C:46]1=[O:51])=[O:18])[CH:14]=[CH2:15]. Procedure: The same procedure as in Example 8-1 was carried out by using allyl (1R,5S,6S)-2-diphenoxyphosphoryloxy-6-(R)-1-hydroxyethyl]-1-methyl-1-carbapen-2-em-3-carboxylate (220 mg, 0.440 mmol) and (2R,4S)-N-allyloxycarbonyl-2-(2,4-dioxoimidazolidin-5-ylmethyl)-4-tritylthiopyrrolidine diastereomer B (220 mg, 0.406 mmol, compound of Reference Example 29) to obtain allyl (1R,5S,6S)-2-[(2R,4S)-N-allyloxycarbonyl-2-(2,4-dioxoimidazolidin-5-ylmethyl)pyrrolidin-4-ylthio]-6-[(R)-1-hydroxyethyl]-1-methyl-1-carb... The reactants are CN(c1nc(F)ccc1NC(C)(C)C#N)C1CCN(Cc2ccccc2)CC1, Cc1ccccc1, [Li]C. Product: CN(c1nc(F)ccc1NC(C)(C)C)C1CCN(Cc2ccccc2)CC1. Reaction SMILES: [CH2:3]([c:4]1[cH:5][cH:6][cH:7][cH:8][cH:9]1)[N:10]1[CH2:11][CH2:12][CH:13]([N:16]([c:17]2[n:18][c:19]([F:29])[cH:20][cH:21][c:22]2[NH:23][C:24]([CH3:25])([C:26]#[N:27])[CH3:28])[CH3:30])[CH2:14][CH2:15]1.[CH3:31][c:32]1[cH:33][cH:34][cH:35][cH:36][cH:37]1.[Li:1][CH3:2]>>[CH2:3]([c:4]1[cH:5][cH:6][cH:7][cH:8][cH:9]1)[N:10]1[CH2:11][CH2:12][CH:13]([N:16]([c:17]2[n:18][c:19]([F:29])[cH:20][cH:21][c:22]2[NH:23][C:24]([CH3:25])([CH3:26])[CH3:28])[CH3:30])[CH2:14][CH2:15]1. Reactants: [Li]CCCC (n-BuLi), C1CCOC1 (THF), C1(=CC=CC=C1)P (phenylphosphine), cyclic sulfate (4S,7S)-4,7-diethyl-2,2-dioxo-1,3,2-dioxathian. Solvent: hexanes, C(C)OCC (diethyl ether). Run at temperature -30 celsius. Product: C(C)[C@H]1P([C@@H](C1)CC)C1=CC=CC=C1 ((2R,4R)-2,4-Diethyl-1-phenylphosphetane). As a reaction SMILES: [Li][CH2:2][CH2:3][CH2:4][CH3:5].[C:6]1([PH2:12])[CH:11]=[CH:10][CH:9]=[CH:8][CH:7]=1.[CH2:13]1[CH2:17]OC[CH2:14]1>C(OCC)C>[CH2:4]([C@@H:3]1[CH2:2][C@@H:14]([CH2:13][CH3:17])[P:12]1[C:6]1[CH:11]=[CH:10][CH:9]=[CH:8][CH:7]=1)[CH3:5]. Procedure details: A solution of n-BuLi in hexanes (88 ml of 2.5 N solution), diluted with diethyl ether (400 ml), was added over 3 hours to a stirred mixture of phenylphosphine (10.0 g, 90.1 mmol) and the cyclic sulfate (4S,7S)-4,7-diethyl-2,2-dioxo-1,3,2-dioxathian (19.6 g, 0.1 mol, 10% excess) in of THF (1 L), under a nitrogen atmosphere. The mixture was maintained at a temperature of −30° C. during the first half of the addition period, with cooling to −75° C. for the second half. The mixture was then left to ... Starting materials: FC1=C(C=C(C=C1)C(F)(F)F)[N+](=O)[O-] (1-fluoro-2-nitro-4-(trifluoromethyl)benzene), CN([C@H]1CNCC1)C ((R)-N,N-dimethylpyrrolidin-3-amine), C(=O)(O)[O-].[Na+] (NaHCO3). Run in C1CCOC1 (THF). Yields the product [N+](=O)([O-])C1=C(C=CC(=C1)C(F)(F)F)N1C[C@@H](CC1)N(C)C ((R)-1-(2-nitro-4-(trifluoromethyl)phenyl)-N,N-dimethylpyrrolidin-3-amine). Reaction SMILES: F[C:2]1[CH:7]=[CH:6][C:5]([C:8]([F:11])([F:10])[F:9])=[CH:4][C:3]=1[N+:12]([O-:14])=[O:13].[CH3:15][N:16]([CH3:22])[C@@H:17]1[CH2:21][CH2:20][NH:19][CH2:18]1.C([O-])(O)=O.[Na+]>C1COCC1>[N+:12]([C:3]1[CH:4]=[C:5]([C:8]([F:11])([F:10])[F:9])[CH:6]=[CH:7][C:2]=1[N:19]1[CH2:20][CH2:21][C@@H:17]([N:16]([CH3:22])[CH3:15])[CH2:18]1)([O-:14])=[O:13] |f:2.3|. Procedure: To a solution of 1-fluoro-2-nitro-4-(trifluoromethyl)benzene (0.67 mL, 4.78 mmol) in THF (25 mL) was added (R)-N,N-dimethylpyrrolidin-3-amine (0.66 g, 5.74 mmol) and NaHCO3 (1.1 g, 13.15 mmol). The reaction was stirred at RT and monitored by LCMS for disappearance of starting material and formation of product. The mixture was concentrated, diluted with CH2Cl2, washed with H2O and then brine. Drying with MgSO4 was followed by filtration and concentration to afford the product as an orange oil.